Dataset: the Open Reaction Database (ORD), a public repository of structured organic reaction records. Task: describe an organic reaction: reactants, conditions, products, and yield Starting materials: COc1ccccc1C(=O)NCC1(c2ccccc2)CCN(Cc2ccccc2)CC1, CC(=O)O, CO, [H][H]. Yields the product COc1ccccc1C(=O)NCC1(c2ccccc2)CCNCC1. RXN SMILES: [CH2:1]([c:2]1[cH:3][cH:4][cH:5][cH:6][cH:7]1)[N:8]1[CH2:9][CH2:10][C:11]([CH2:14][NH:15][C:16](=[O:17])[c:18]2[c:19]([O:24][CH3:25])[cH:20][cH:21][cH:22][cH:23]2)([c:26]2[cH:27][cH:28][cH:29][cH:30][cH:31]2)[CH2:12][CH2:13]1.[CH3:32][C:33](=[O:34])[OH:35].[CH3:38][OH:39].[H:36][H:37]>>[NH:8]1[CH2:9][CH2:10][C:11]([CH2:14][NH:15][C:16](=[O:17])[c:18]2[c:19]([O:24][CH3:25])[cH:20][cH:21][cH:22][cH:23]2)([c:26]2[cH:27][cH:28][cH:29][cH:30][cH:31]2)[CH2:12][CH2:13]1. The reactants are FC(C(=O)N(CC(=O)OCC)CC1=C(C=CC(=C1)N1C(=NC(=C1)C)C)N)(F)F (ethyl N-trifluoroacetyl-N-(2-amino-5-[2,4-dimethylimidazol-1-yl]benzyl)glycinate), C([O-])([O-])=O.[Na+].[Na+] (sodium carbonate). The solvent is CO (methanol). Product: NC1=C(CNCC(=O)OC)C=C(C=C1)N1C(=NC(=C1)C)C (Methyl N-(2-amino-5-[2,4-dimethylimidazol-1-yl]benzyl)glycinate). Isolated yield 40.5%. Reaction SMILES: FC(F)(F)C([N:5]([CH2:12][C:13]1[CH:18]=[C:17]([N:19]2[CH:23]=[C:22]([CH3:24])[N:21]=[C:20]2[CH3:25])[CH:16]=[CH:15][C:14]=1[NH2:26])[CH2:6][C:7]([O:9][CH2:10]C)=[O:8])=O.C(=O)([O-])[O-].[Na+].[Na+]>CO>[NH2:26][C:14]1[CH:15]=[CH:16][C:17]([N:19]2[CH:23]=[C:22]([CH3:24])[N:21]=[C:20]2[CH3:25])=[CH:18][C:13]=1[CH2:12][NH:5][CH2:6][C:7]([O:9][CH3:10])=[O:8] |f:1.2.3|. Procedure: A mixture of ethyl N-trifluoroacetyl-N-(2-amino-5-[2,4-dimethylimidazol-1-yl]benzyl)glycinate (1.4 g) and anhydrous sodium carbonate (0.74 g) in methanol (20 cm3) was heated under reflux for 3 hours. The cooled solution was evaporaed to dryness in vacuo and the residue was partitioned between chloroform (50 cm3) and water (10 cm3). The aqueous phase was re-extracted with chloroform (2×25 cm3) and the combined and dried (MgSO4) organic extracts were evaporated to give an oil which was chromatogra...